The task is: describe an organic reaction: reactants, conditions, products, and yield. This data is from the Open Reaction Database (ORD), a public repository of structured organic reaction records. Reactants: CCc1nc(-c2ccccc2OC)cc(=O)[nH]1, O=P(Cl)(Cl)Cl. Product: CCc1nc(Cl)cc(-c2ccccc2OC)n1. As a reaction SMILES: [CH2:1]([CH3:2])[c:3]1[n:4][c:5](-[c:10]2[c:11]([O:16][CH3:17])[cH:12][cH:13][cH:14][cH:15]2)[cH:6][c:7](=[O:9])[nH:8]1.[P:18]([Cl:19])([Cl:20])([Cl:21])=[O:22]>>[CH2:1]([CH3:2])[c:3]1[n:4][c:5](-[c:10]2[c:11]([O:16][CH3:17])[cH:12][cH:13][cH:14][cH:15]2)[cH:6][c:7]([Cl:20])[n:8]1. Starting materials: ClC1=C(C=CC=C1)C1=NCC=2N(C3=C1C=C(C=C3)I)C(=NN2)C (6-(2-chlorophenyl)-8-iodo-1-methyl-4H-[1,2,4]triazolo[4,3-a][1,4]benzodiazepine), C(C#C)N1C(C(C2=CC=CC=C12)=O)=O (1-(2-propynyl)-1H-indole-2,3-dione). The product is ClC1=C(C=CC=C1)C1=NCC=2N(C3=C1C=C(C=C3)C#CCN3C(C(C1=CC=CC=C31)=O)=O)C(=NN2)C (1-[3-[6-(2-Chlorophenyl)-1-methyl-4H-[1,2,4]triazolo[4,3-a]-[1,4]benzodiazepin-8-yl]-2-propynyl]-1H-indole-2,3-dione). RXN SMILES: [Cl:1][C:2]1[CH:7]=[CH:6][CH:5]=[CH:4][C:3]=1[C:8]1[C:14]2[CH:15]=[C:16](I)[CH:17]=[CH:18][C:13]=2[N:12]2[C:20]([CH3:23])=[N:21][N:22]=[C:11]2[CH2:10][N:9]=1.[CH2:24]([N:27]1[C:35]2[C:30](=[CH:31][CH:32]=[CH:33][CH:34]=2)[C:29](=[O:36])[C:28]1=[O:37])[C:25]#[CH:26]>>[Cl:1][C:2]1[CH:7]=[CH:6][CH:5]=[CH:4][C:3]=1[C:8]1[C:14]2[CH:15]=[C:16]([C:26]#[C:25][CH2:24][N:27]3[C:35]4[C:30](=[CH:31][CH:32]=[CH:33][CH:34]=4)[C:29](=[O:36])[C:28]3=[O:37])[CH:17]=[CH:18][C:13]=2[N:12]2[C:20]([CH3:23])=[N:21][N:22]=[C:11]2[CH2:10][N:9]=1. Procedure details: This compound was prepared by reacting 6-(2-chlorophenyl)-8-iodo-1-methyl-4H-[1,2,4]triazolo[4,3-a][1,4]benzodiazepine with 1-(2-propynyl)-1H-indole-2,3-dione [ref. A. Lindquist, p. Lagerstrom and R. Dahlbom, Acta Pharm. Suecica 9, 99 (1972)] as described in Example 9. The crude product was purified by chromatography over 40 fold amount of silica gel using 5% (V/V) of ethanol in methylene chloride. Crystallization from ethyl acetate qave yellow crystals of 1-[3-[6-(2-chlorophenyl)-1-methyl-4H-[1... Reactants: C(C)(=O)OCC (ethyl acetate), NC1=C(CO)C=C(C=C1)OC (2-amino-5-methoxybenzyl alcohol), Cl[C@H]1[C@@H](CC2=CC=CC=C12)NC(=O)OCC (trans-1-chloro-2-ethoxycarbonylaminoindane), C([O-])([O-])=O.[Ba+2] (barium carbonate). The solvent is CN(C=O)C (dimethylformamide). Yields the product COC1=CC(=C(N[C@H]2[C@@H](CC3=CC=CC=C23)NC(=O)OCC)C=C1)CO (trans-1-(4-Methoxy-2-hydroxymethylanilino)-2-ethoxycarbonylaminoindane). Isolated yield 43.8%. Reaction SMILES: [NH2:1][C:2]1[CH:9]=[CH:8][C:7]([O:10][CH3:11])=[CH:6][C:3]=1[CH2:4][OH:5].Cl[C@@H:13]1[C:21]2[C:16](=[CH:17][CH:18]=[CH:19][CH:20]=2)[CH2:15][C@H:14]1[NH:22][C:23]([O:25][CH2:26][CH3:27])=[O:24].C(=O)([O-])[O-].[Ba+2].C(OCC)(=O)C>CN(C)C=O>[CH3:11][O:10][C:7]1[CH:8]=[CH:9][C:2]([NH:1][C@@H:13]2[C:21]3[C:16](=[CH:17][CH:18]=[CH:19][CH:20]=3)[CH2:15][C@H:14]2[NH:22][C:23]([O:25][CH2:26][CH3:27])=[O:24])=[C:3]([CH2:4][OH:5])[CH:6]=1 |f:2.3|. Reported procedure: A solution of 2-amino-5-methoxybenzyl alcohol (5 g; 32.7 m.mol) and trans-1-chloro-2-ethoxycarbonylaminoindane (7.83 g; 32.7 m.mol) in dimethylformamide (80 ml) was treated with barium carbonate (3.37 g; 17 m.mol) in a manner similar to that in Description 3 to give the title compound (5.1 g; 44%), m.p. 142°-144° (from ethyl acetate). Reactants: ClC1=C(C(=CC=C1)Cl)CS(=O)(=O)C=1C=C2/C(/C(NC2=CC1)=O)=C/C1=C(C(=C(N1)C)CC(=O)O)C ({5-[5-(2,6-dichloro-phenylmethanesulfonyl)-2-oxo-1,2-dihydro-indol-(3Z)-ylidenemethyl]-2,4-dimethyl-1H-pyrrol-3-yl}-acetic acid), C=1C=CC2=C(C1)N=NN2O (HOBt), CCN=C=NCCCN(C)C (EDAC), C1(CC1)NC[C@H]1CNCCC1 (cyclopropyl-(R)-1-piperidin-3-ylmethyl-amine). The reagents and catalysts are TEA. The solvent is CN(C)C=O (DMF). Reaction conditions: time 8 hour. Product: C1(CC1)NC[C@H]1CN(CCC1)C(CC=1C(=C(NC1C)\C=C\1/C(NC2=CC=C(C=C12)S(=O)(=O)CC1=C(C=CC=C1Cl)Cl)=O)C)=O (3-[1-{4-[2-((S)-3-Cyclopropylaminomethyl-piperidin-1-yl)-2-oxo-ethyl]-3,5-dimethyl-1H-pyrrol-2-yl}-meth-(Z)-ylidene]-5-(2,6-dichloro-phenylmethanesulfonyl)-1,3-dihydro-indol-2-one). The yield is 35.7%. Reaction SMILES: [Cl:1][C:2]1[CH:7]=[CH:6][CH:5]=[C:4]([Cl:8])[C:3]=1[CH2:9][S:10]([C:13]1[CH:14]=[C:15]2[C:19](=[CH:20][CH:21]=1)[NH:18][C:17](=[O:22])/[C:16]/2=[CH:23]\[C:24]1[NH:28][C:27]([CH3:29])=[C:26]([CH2:30][C:31](O)=[O:32])[C:25]=1[CH3:34])(=[O:12])=[O:11].C1C=CC2N(O)N=NC=2C=1.CCN=C=NCCCN(C)C.[CH:56]1([NH:59][CH2:60][C@@H:61]2[CH2:66][CH2:65][CH2:64][NH:63][CH2:62]2)[CH2:58][CH2:57]1>CN(C=O)C>[CH:56]1([NH:59][CH2:60][C@@H:61]2[CH2:66][CH2:65][CH2:64][N:63]([C:31](=[O:32])[CH2:30][C:26]3[C:25]([CH3:34])=[C:24](/[CH:23]=[C:16]4\[C:17](=[O:22])[NH:18][C:19]5[C:15]\4=[CH:14][C:13]([S:10]([CH2:9][C:3]4[C:4]([Cl:8])=[CH:5][CH:6]=[CH:7][C:2]=4[Cl:1])(=[O:11])=[O:12])=[CH:21][CH:20]=5)[NH:28][C:27]=3[CH3:29])[CH2:62]2)[CH2:58][CH2:57]1. Procedure details: A mixture of {5-[5-(2,6-dichloro-phenylmethanesulfonyl)-2-oxo-1,2-dihydro-indol-(3Z)-ylidenemethyl]-2,4-dimethyl-1H-pyrrol-3-yl}-acetic acid (200 mg, 0.38 mmol), HOBt (52 mg), EDAC (130 mg), cyclopropyl-(R)-1-piperidin-3-ylmethyl-amine (103 mg) and TEA (7 drops) in DMF (2 mL) was stirred at rt for overnight. The reaction was concentrated and purified on a silica gel column to give 89 mg of the titled compound. The reactants are O=C([O-])O, Cc1ccccc1B(O)O, Cc1ccccc1, CCO, N#Cc1nn(-c2c(Cl)cc(C(F)(F)F)cc2Cl)c(N)c1I, [Na+], O, c1ccc(P(c2ccccc2)(c2ccccc2)[Pd](P(c2ccccc2)(c2ccccc2)c2ccccc2)(P(c2ccccc2)(c2ccccc2)c2ccccc2)P(c2ccccc2)(c2ccccc2)c2ccccc2)cc1. The product is Cc1ccccc1-c1c(C#N)nn(-c2c(Cl)cc(C(F)(F)F)cc2Cl)c1N. Reaction SMILES: [C:22](=[O:23])([O-:24])[OH:25].[CH3:27][c:28]1[c:29]([B:34]([OH:35])[OH:36])[cH:30][cH:31][cH:32][cH:33]1.[CH3:38][c:39]1[cH:40][cH:41][cH:42][cH:43][cH:44]1.[CH3:45][CH2:46][OH:47].[NH2:1][c:2]1[c:3]([I:21])[c:4]([C:19]#[N:20])[n:5][n:6]1-[c:7]1[c:8]([Cl:18])[cH:9][c:10]([C:14]([F:15])([F:16])[F:17])[cH:11][c:12]1[Cl:13].[Na+:26].[OH2:37].[cH:48]1[cH:49][cH:50][c:51]([P:52]([Pd:53]([P:54]([c:55]2[cH:56][cH:57][cH:58][cH:59][cH:60]2)([c:61]2[cH:62][cH:63][cH:64][cH:65][cH:66]2)[c:67]2[cH:68][cH:69][cH:70][cH:71][cH:72]2)([P:73]([c:74]2[cH:75][cH:76][cH:77][cH:78][cH:79]2)([c:80]2[cH:81][cH:82][cH:83][cH:84][cH:85]2)[c:86]2[cH:87][cH:88][cH:89][cH:90][cH:91]2)[P:92]([c:93]2[cH:94][cH:95][cH:96][cH:97][cH:98]2)([c:99]2[cH:100][cH:101][cH:102][cH:103][cH:104]2)[c:105]2[cH:106][cH:107][cH:108][cH:109][cH:110]2)([c:111]2[cH:112][cH:113][cH:114][cH:115][cH:116]2)[c:117]2[cH:118][cH:119][cH:120][cH:121][cH:122]2)[cH:123][cH:124]1>>[NH2:1][c:2]1[c:3](-[c:29]2[c:28]([CH3:27])[cH:33][cH:32][cH:31][cH:30]2)[c:4]([C:19]#[N:20])[n:5][n:6]1-[c:7]1[c:8]([Cl:18])[cH:9][c:10]([C:14]([F:15])([F:16])[F:17])[cH:11][c:12]1[Cl:13]. Run in hexanes, O1CCCC1 (tetrahydrofuran), CCOCC (ether), CCOCC (ether). Yields the product C(CCCCC)[C@H]1C(OC(O1)(C)C)=O ((S)-5-Hexyl-2,2-dimethyl-1,3-dioxolan-4-one). Run at temperature -10 celsius, time 2 hour. Reported procedure: To a flame-dried 500 mL three-necked round bottom flask under nitrogen containing a suspension of 4.85 g (25.48 mmol) of cuprous iodide in 200 mL of anhydrous ether and held at -30° C. was added dropwise 31.85 mL of 1.6 M n-BuLi (50.96 mmol) in hexanes. The dark red-brown solution was stirred at -30° C. to -40° C. for 2 h and cooled to -78° C. (S)-5-(2-hydroxyethyl)-2,2-dimethyl-1,3-dioxolan-4-one p-toluenesulfonate (4.0 g, 12.74 mmol), dissolved in 30 mL of anhydrous ether and 10 mL of anhydrou... Reactants: C1(=CC=C(C=C1)S(=O)(=O)O)C.OCC[C@H]1C(OC(O1)(C)C)=O ((S)-5-(2-hydroxyethyl)-2,2-dimethyl-1,3-dioxolan-4-one p-toluenesulfonate), [Li]CCCC (n-BuLi), cuprous iodide. Yield: 95.6%. As a reaction SMILES: [Li][CH2:2][CH2:3][CH2:4][CH3:5].C1(C)C=CC(S(O)(=O)=O)=CC=1.O[CH2:18][CH2:19][C@@H:20]1[O:24][C:23]([CH3:26])([CH3:25])[O:22][C:21]1=[O:27]>CCOCC.O1CCCC1>[CH2:19]([C@@H:20]1[O:24][C:23]([CH3:26])([CH3:25])[O:22][C:21]1=[O:27])[CH2:18][CH2:2][CH2:3][CH2:4][CH3:5] |f:1.2|.